Dataset: the Open Reaction Database (ORD), a public repository of structured organic reaction records. Task: describe an organic reaction: reactants, conditions, products, and yield The reactants are O=C1C(=CC(=C2N1CCS(C1=C2SC=C1)=O)C(=O)OC)C1=CC=CC=C1 (methyl 5,6-dihydro-8-oxo-9-phenyl-8H-pyrido[1,2-d]thieno[2,3-f][1,4]thiazepine-11-carboxylate 4-oxide), S(=O)(Cl)Cl (thionyl chloride). Product: ClC1SC2=C(C=3N(C1)CC(=CC3C(=O)OC)C3=CC=CC=C3)SC=C2 (methyl 5-chloro-5,6-dihydro-9-phenyl-8H-pyrido[1,2-d]thieno-[2,3-f][1,4]thiazepin-11-carboxylate). RXN SMILES: O=[C:2]1[N:7]2[CH2:8][CH2:9][S:10](=O)[C:11]3[CH:15]=[CH:14][S:13][C:12]=3[C:6]2=[C:5]([C:17]([O:19][CH3:20])=[O:18])[CH:4]=[C:3]1[C:21]1[CH:26]=[CH:25][CH:24]=[CH:23][CH:22]=1.S(Cl)([Cl:29])=O>>[Cl:29][CH:9]1[CH2:8][N:7]2[CH2:2][C:3]([C:21]3[CH:26]=[CH:25][CH:24]=[CH:23][CH:22]=3)=[CH:4][C:5]([C:17]([O:19][CH3:20])=[O:18])=[C:6]2[C:12]2[S:13][CH:14]=[CH:15][C:11]=2[S:10]1. Reported procedure: (aa) 15.7 g of methyl 5,6-dihydro-8-oxo-9-phenyl-8H-pyrido[1,2-d]thieno[2,3-f][1,4]thiazepine-11-carboxylate 4-oxide were added portionwise to 70 ml of thionyl chloride with the exclusion of moisture in such a manner that the temperature of the reaction solution is at about 35°. After completion of the addition, the mixture was stirred until the reaction was completed. The excess thionyl chloride was removed in vacuo and the residue was treated with 100 ml of water. The crystals were removed by ... Reactants: C1(CCCCC1)=O (Cyclohexanone), C1(=CC=C(C=C1)S(=O)(=O)O)C (p-toluene sulfonic acid), C(C)O (ethanol), C(OCC)(OCC)OCC (triethyl orthoformate). Solvent: O (water). Run at time 5 minute. The product is C(C)OC1(CCCCC1)OCC (1,1-diethoxy cyclohexane). Reaction SMILES: [C:1]1(=O)[CH2:6][CH2:5]C[CH2:3][CH2:2]1.C1(C)C=CC(S(O)(=O)=O)=CC=1.C(O)C.[CH:22]([O:29][CH2:30][CH3:31])([O:26][CH2:27][CH3:28])OCC>O>[CH2:30]([O:29][C:22]1([O:26][CH2:27][CH3:28])[CH2:5][CH2:6][CH2:1][CH2:2][CH2:3]1)[CH3:31]. Reported procedure: In a round bottom flask 6 g (6.4 ml) Cyclohexanone, a pinch of p-toluene sulfonic acid and 10 ml absolute ethanol was taken. Stirred the mixture at R.T. for 5 min. Then add to it 18.12 g (20.3 ml) triethyl orthoformate and stir for 3 hr at R.T. Then distilled on rotavapour to get a thick mass. Add to it 30 ml water and extract with (25 ml×ethyl acetate, wash the organic layer with water, dried it by adding sodium sulfate and concentrate it on rotavapour to give a colorless liquid product. Reactants: C(CCCCC)C(CO)CCCCCCCC (2-hexyldecanol), Br (hydrogen bromide), Br (hydrogen bromide). Product: BrCC(CCCCCCCC)CCCCCC (1-Bromo-2-hexyldecane). As a reaction SMILES: [CH2:1]([CH:7]([CH2:10][CH2:11][CH2:12][CH2:13][CH2:14][CH2:15][CH2:16][CH3:17])[CH2:8]O)[CH2:2][CH2:3][CH2:4][CH2:5][CH3:6].[BrH:18]>>[Br:18][CH2:8][CH:7]([CH2:1][CH2:2][CH2:3][CH2:4][CH2:5][CH3:6])[CH2:10][CH2:11][CH2:12][CH2:13][CH2:14][CH2:15][CH2:16][CH3:17]. Procedure: 1-Bromo-2-hexyldecane was prepared by reacting 2-hexyldecanol with hydrogen bromide gas, or with 47% aqueous hydrogen bromide, according to well known procedures. The crude product was purified by distillation, b.p. 152°-154° at 18 mm of mercury. Starting materials: CCCC[N+](CCCC)(CCCC)CCCC.[F-] (TBAF), C1(=CC=CC=C1)C1(C2(OCCO2)CCCC1)CCCC(=O)O (4-(6-phenyl-1,4-dioxaspiro[4.5]decan-6-yl)butanoic acid), CC1(OC[C@H](O1)COC1=C(C=C(/C(/N)=N/O)C=C1C)C)C ((R,Z)-4-((2,2-dimethyl-1,3-dioxolan-4-yl)methoxy)-N′-hydroxy-3,5-dimethylbenzimidamide), C(C)(C)N=C=NC(C)C (N,N′-diisopropylcarbodiimide). The solvent is C(C)#N (acetonitrile). Run at time 1 hour. The product is CC1(OC[C@H](O1)COC1=C(C=C(C=C1C)C1=NOC(=N1)CCCC1(C2(OCCO2)CCCC1)C1=CC=CC=C1)C)C (3-(4-(((R)-2,2-dimethyl-1,3-dioxolan-4-yl)methoxy)-3,5-dimethylphenyl)-5-(3-(6-phenyl-1,4-dioxaspiro[4.5]decan-6-yl)propyl)-1,2,4-oxadiazole). Yield: 59.6%. RXN SMILES: [C:1]1([C:7]2([CH2:17][CH2:18][CH2:19][C:20](O)=[O:21])[CH2:16][CH2:15][CH2:14][CH2:13][C:8]32[O:12][CH2:11][CH2:10][O:9]3)[CH:6]=[CH:5][CH:4]=[CH:3][CH:2]=1.[CH3:23][C:24]1([CH3:43])[O:28][C@H:27]([CH2:29][O:30][C:31]2[C:40]([CH3:41])=[CH:39][C:34](/[C:35](=[N:37]/O)/[NH2:36])=[CH:33][C:32]=2[CH3:42])[CH2:26][O:25]1.C(N=C=NC(C)C)(C)C.CCCC[N+](CCCC)(CCCC)CCCC.[F-]>C(#N)C>[CH3:23][C:24]1([CH3:43])[O:28][C@H:27]([CH2:29][O:30][C:31]2[C:32]([CH3:42])=[CH:33][C:34]([C:35]3[N:37]=[C:20]([CH2:19][CH2:18][CH2:17][C:7]4([C:1]5[CH:6]=[CH:5][CH:4]=[CH:3][CH:2]=5)[CH2:16][CH2:15][CH2:14][CH2:13][C:8]54[O:12][CH2:11][CH2:10][O:9]5)[O:21][N:36]=3)=[CH:39][C:40]=2[CH3:41])[CH2:26][O:25]1 |f:3.4|. Reported procedure: To a solution of 4-(6-phenyl-1,4-dioxaspiro[4.5]decan-6-yl)butanoic acid (62.0 mg, 0.204 mmol) and (R,Z)-4-((2,2-dimethyl-1,3-dioxolan-4-yl)methoxy)-N′-hydroxy-3,5-dimethylbenzimidamide (50 mg, 0.17 mmol) in acetonitrile (2 mL) was added N,N′-diisopropylcarbodiimide (0.032 mL, 0.204 mmol), and the mixture was stirred for 1 hr at room temp. Then 1M TBAF (0.221 mL, 0.221 mmol) was added, and the mixture was stirred at room temp for 18 hrs. It was partitioned between EtOAc and water, and the aqueou... Starting materials: Cl.C(C)(C)(C)ON (O-(tert-butyl)hydroxylamine hydrochloride), CN1CCOCC1 (4-methylmorpholine), ON1N=NC2=C1C=CC=C2 (1-hydroxybenzotriazole), C(C)N=C=NCCCN(C)C (N-ethyl-N'-(3-dimethylaminopropyl)-carbodiimide), C(C1=CC=CC=C1)OC(=O)N[C@H](C(=O)O)CSC1=CC=C(C=C1)OC1=CC=CC=C1 ((R)-2-(benzyloxycarbonylamino)-3-(4-phenoxyphenylthio)-propionic acid). The solvent is C(Cl)Cl (methylene chloride). Reaction conditions: temperature 0 celsius, time 1.5 hour. Yields the product C(C1=CC=CC=C1)OC(=O)N[C@H](C(=O)NOC(C)(C)C)CSC1=CC=C(C=C1)OC1=CC=CC=C1 ((R)-2 -(benzyloxycarbonylamino)-N-tert-butoxy-3-(4-phenoxyphenylthio)-propionamide). Reaction SMILES: [CH2:1]([O:8][C:9]([NH:11][C@@H:12]([CH2:16][S:17][C:18]1[CH:23]=[CH:22][C:21]([O:24][C:25]2[CH:30]=[CH:29][CH:28]=[CH:27][CH:26]=2)=[CH:20][CH:19]=1)[C:13]([OH:15])=O)=[O:10])[C:2]1[CH:7]=[CH:6][CH:5]=[CH:4][CH:3]=1.Cl.[C:32]([O:36][NH2:37])([CH3:35])([CH3:34])[CH3:33].CN1CCOCC1.ON1C2C=CC=CC=2N=N1.C(N=C=NCCCN(C)C)C>C(Cl)Cl>[CH2:1]([O:8][C:9]([NH:11][C@@H:12]([CH2:16][S:17][C:18]1[CH:23]=[CH:22][C:21]([O:24][C:25]2[CH:26]=[CH:27][CH:28]=[CH:29][CH:30]=2)=[CH:20][CH:19]=1)[C:13]([NH:37][O:36][C:32]([CH3:35])([CH3:34])[CH3:33])=[O:15])=[O:10])[C:2]1[CH:3]=[CH:4][CH:5]=[CH:6][CH:7]=1 |f:1.2|. Procedure details: The above-prepared (R)-2-(benzyloxycarbonylamino)-3-(4-phenoxyphenylthio)-propionic acid was dissolved in methylene chloride (175 ml), cooled to 0° C., and treated with O-(tert-butyl)hydroxylamine hydrochloride (7.7 g), 4-methylmorpholine (9.4 ml), 1-hydroxybenzotriazole (2.8 g), and N-ethyl-N'-(3-dimethylaminopropyl)-carbodiimide (7.9 g). The mixture was allowed to warm to room temperature, stirred for 1.5 hours, then partitioned between methylene chloride and water. Solvent was removed from th... Reactants: C(C1=CC=CC=C1)ON(C=O)CC1(CCCCC1)C(=O)O (1-[(Benzyloxy-formyl-amino)-methyl]-cyclohexanecarboxylic acid), N(N)C1=NC=CC(=N1)C(F)(F)F (2-hydrazino-4-(trifluoromethyl)pyrimidine), CN1CCOCC1 (NMM), C1=CC2=C(N=C1)N(N=N2)O (HOAt), Cl.CN(CCCN=C=NCC)C (1-[3-(dimethylamino)-propyl]-3-ethylcarbodiimide hydrochloride). Solvent: CN(C)C=O (DMF). Conditions: time 18 hour. Product: C(C1=CC=CC=C1)ON(C=O)CC1(CCCCC1)C(=O)NNC1=NC=CC(=N1)C(F)(F)F (N-Benzyloxy-N-{1-[N′-(4-Trifluoromethyl-Pyrimidin-2-yl)-Hydrazinocarbonyl]-Cyclohexylmethyl}-Formamide). Isolated yield 45.6%. Reaction SMILES: [CH2:1]([O:8][N:9]([CH2:12][C:13]1([C:19]([OH:21])=O)[CH2:18][CH2:17][CH2:16][CH2:15][CH2:14]1)[CH:10]=[O:11])[C:2]1[CH:7]=[CH:6][CH:5]=[CH:4][CH:3]=1.[NH:22]([C:24]1[N:29]=[C:28]([C:30]([F:33])([F:32])[F:31])[CH:27]=[CH:26][N:25]=1)[NH2:23].CN1CCOCC1.C1C=NC2N(O)N=NC=2C=1.Cl.CN(C)CCCN=C=NCC>CN(C=O)C>[CH2:1]([O:8][N:9]([CH2:12][C:13]1([C:19]([NH:23][NH:22][C:24]2[N:29]=[C:28]([C:30]([F:32])([F:31])[F:33])[CH:27]=[CH:26][N:25]=2)=[O:21])[CH2:14][CH2:15][CH2:16][CH2:17][CH2:18]1)[CH:10]=[O:11])[C:2]1[CH:3]=[CH:4][CH:5]=[CH:6][CH:7]=1 |f:4.5|. Procedure details: To a mixture of 1-[(Benzyloxy-formyl-amino)-methyl]-cyclohexanecarboxylic acid (0.10 g, 0.34 mmol), 2-hydrazino-4-(trifluoromethyl)pyrimidine (0.06 g, 0.34 mmol), NMM (0.17 g, 1.7 mmol) and HOAt (0.046 g, 0.34 mmol) in DMF (2 mL) at room temperature was added 1-[3-(dimethylamino)-propyl]-3-ethylcarbodiimide hydrochloride (0.067 g, 0.34 mmol). After stirring at room temperature 18 h, the reaction mixture was then purified by preparative, reverse-phase HPLC to afford the title compound as a white ... Reactants: C(C)(C)NCCO (2-isopropylaminoethanol), S(O)(O)(=O)=O (sulfuric acid), C1(=CC=CC=C1)C (toluene). The solvent is O (water), O (water), O (water). Conditions: time 1 hour. Product: crude product, S(=O)(=O)(O)OCCNC(C)C (2-isopropylaminoethyl hydrogensulfate). RXN SMILES: [S:1](=[O:5])(=[O:4])([OH:3])[OH:2].[CH:6]([NH:9][CH2:10][CH2:11]O)([CH3:8])[CH3:7].C1(C)C=CC=CC=1>O>[S:1]([O:3][CH2:11][CH2:10][NH:9][CH:6]([CH3:8])[CH3:7])([OH:2])(=[O:5])=[O:4]. Procedure: In a 50-ml three-necked flask, 1.01 g (10 mmol) of sulfuric acid (97%) was diluted with 1 g of water, and the resulting dilution was ice-cooled. A mixture of 1.03 g (10 mmol) of 2-isopropylaminoethanol and 1 g of water was slowly dropped into the cooled dilution. After completion of the dropping, the resulting mixture was warmed to room temperature and 10 ml of toluene was added thereto. The mixture thus obtained was dehydrated by heating with vigorous stirring after attaching a Dean-Stark trap ... Reactants: CCOP(=O)(CC(=O)OC)OCC, CN(C)C=O, CCC(C)=CCCCC(C)=O, [H-], [Na+], O. Yields the product CCC(C)=CCCCC(C)=CC(=O)OC. Reaction SMILES: [C:1](=[O:2])([O:3][CH3:4])[CH2:5][P:6](=[O:7])([O:8][CH2:9][CH3:10])[O:11][CH2:12][CH3:13].[CH3:14][N:15]([CH3:16])[CH:17]=[O:18].[CH3:21][C:22](=[CH:23][CH2:24][CH2:25][CH2:26][C:27]([CH3:28])=[O:29])[CH2:30][CH3:31].[H-:19].[Na+:20].[OH2:32]>>[C:1](=[O:2])([O:3][CH3:4])[CH:5]=[C:27]([CH2:26][CH2:25][CH2:24][CH:23]=[C:22]([CH3:21])[CH2:30][CH3:31])[CH3:28]. Reactants: C(Cl)[C@@H]1CO1 ((S)-epichlorohydrin), CC1(CCNCC1)C (4,4-dimethylpiperidine). Product: CC1(CCN(CC1)C[C@@H]1OC1)C ((S)-4,4-Dimethyl-1-(oxiranylmethyl)-piperidine). As a reaction SMILES: [CH2:1]([C@H:3]1[O:5][CH2:4]1)Cl.[CH3:6][C:7]1([CH3:13])[CH2:12][CH2:11][NH:10][CH2:9][CH2:8]1>>[CH3:6][C:7]1([CH3:13])[CH2:12][CH2:11][N:10]([CH2:1][C@H:3]2[CH2:4][O:5]2)[CH2:9][CH2:8]1. Reported procedure: The compound is prepared analogously to J. Amer. Chem. Soc. 80; 1958, 1257 by reacting (S)-epichlorohydrin with 4,4-dimethylpiperidine, while the reaction temperature should not exceed 35° C.: Boiling point: 101-104° C./15 mbar. The reactants are F[C@@H]1CNCC1 ((S)-3-fluoropyrrolidine), C(=O)([O-])[O-].[K+].[K+] (K2CO3), FC1=C(C=O)C=CC=C1F (2,3-Difluorobenzaldehyde). The solvent is C(C)(=O)OCC (ethyl acetate), O1CCOCC1 (dioxane). Yields the product FC=1C(=C(C=O)C=CC1)N1CC(CC1)F (3-fluoro-2-(3-fluoropyrrolidin-1-yl) benzaldehyde). Yield: 26.9%. As a reaction SMILES: F[C:2]1[C:9]([F:10])=[CH:8][CH:7]=[CH:6][C:3]=1[CH:4]=[O:5].[F:11][C@H:12]1[CH2:16][CH2:15][NH:14][CH2:13]1.C([O-])([O-])=O.[K+].[K+]>O1CCOCC1.C(OCC)(=O)C>[F:10][C:9]1[C:2]([N:14]2[CH2:15][CH2:16][CH:12]([F:11])[CH2:13]2)=[C:3]([CH:6]=[CH:7][CH:8]=1)[CH:4]=[O:5] |f:2.3.4|. Reported procedure: 2,3-Difluorobenzaldehyde (1.0 g, 7.037 mmol) was taken up in dry dioxane (20 ml) in a tube and (S)-3-fluoropyrrolidine (627.1 mg, 7.037 mmol) and K2CO3 (676.4 mg, 10.56 mmol) were added and the mixture refluxed overnight. The reaction mixture was diluted with ethyl acetate, filtered, concentrated to dryness and purified on an ISCO system eluting with Hexane/ethyl acetate (10-100) to give 400 mg of 3-fluoro-2-(3-fluoropyrrolidin-1-yl) benzaldehyde.